This data is from the Open Reaction Database (ORD), a public repository of structured organic reaction records. The task is: describe an organic reaction: reactants, conditions, products, and yield Run in C(Cl)Cl (methylene chloride), C(Cl)Cl (methylene chloride). Reaction SMILES: [C:1]1([C:10]2[CH:15]=[CH:14][CH:13]=[CH:12][CH:11]=2)[C:2]([C:7]([OH:9])=O)=[CH:3][CH:4]=[CH:5][CH:6]=1.S(Cl)(Cl)=O.[NH2:20][C:21]([CH3:25])([CH3:24])[CH2:22][OH:23]>C(Cl)Cl>[OH:23][CH2:22][C:21]([NH:20][C:7]([C:2]1[C:1]([C:10]2[CH:15]=[CH:14][CH:13]=[CH:12][CH:11]=2)=[CH:6][CH:5]=[CH:4][CH:3]=1)=[O:9])([CH3:25])[CH3:24]. Reaction conditions: time 22 hour. Starting materials: NC(CO)(C)C (2-amino-2-methylpropanol), C=1(C(=CC=CC1)C(=O)O)C1=CC=CC=C1 (biphenyl-2-carboxylic acid), S(=O)(Cl)Cl (thionyl chloride), resultant mixture. Procedure details: 6 Parts of biphenyl-2-carboxylic acid is added to 15 parts by volume of thionyl chloride and the mixture is stirred at ambient temperature for about 22 hours. The thionyl chloride is distilled off under reduced pressure, then benzene is added and distilled off under reduced pressure leaving an oil. The oil is dissolved in 15 parts by volume of methylene chloride and added dropwise with stirring to a solution of 5.5 parts of 2-amino-2-methylpropanol in 15 parts by volume of methylene chloride at ... Yields the product OCC(C)(C)NC(=O)C=1C(=CC=CC1)C1=CC=CC=C1 (N-(2-hydroxy-1,1-dimethylethyl)-2-biphenylcarboxamide). Starting materials: COC1=C(C(=O)O)C=CC(=C1)OC (2,4-dimethoxybenzoic acid), C(C)(C)NC1=CC=CC=C1 (N-isopropylaniline), OC1=CC=CC=2NN=NC21 (hydroxybenzotriazole), Cl.C(C)N=C=NCCCN(C)C (1-ethyl-3-[3-(dimethylamino)propyl]-carbodiimide hydrochloride). The solvent is ClCCl (dichloromethane). Conditions: time 18 hour. Yields the product COC1=C(C(=O)N(C2=CC=CC=C2)C(C)C)C=CC(=C1)OC (2,4-dimethoxy-N-(1-methylethyl)-N-phenylbenzamide). Reaction SMILES: [CH3:1][O:2][C:3]1[CH:11]=[C:10]([O:12][CH3:13])[CH:9]=[CH:8][C:4]=1[C:5]([OH:7])=O.[CH:14]([NH:17][C:18]1[CH:23]=[CH:22][CH:21]=[CH:20][CH:19]=1)([CH3:16])[CH3:15].OC1C2N=NNC=2C=CC=1.Cl.C(N=C=NCCCN(C)C)C>ClCCl>[CH3:1][O:2][C:3]1[CH:11]=[C:10]([O:12][CH3:13])[CH:9]=[CH:8][C:4]=1[C:5]([N:17]([CH:14]([CH3:16])[CH3:15])[C:18]1[CH:23]=[CH:22][CH:21]=[CH:20][CH:19]=1)=[O:7] |f:3.4|. Procedure: A stirred solution of 2,4-dimethoxybenzoic acid (4.31 g, 23.7 mmol) in 35 mL of dichloromethane is treated with N-isopropylaniline (3.07 mL, 21.33 mmol), hydroxybenzotriazole (3.2 g, 23.7 mmol), and 1-ethyl-3-[3-(dimethylamino)propyl]-carbodiimide hydrochloride (4.54 g, 23.7 mmol). This solution is stirred at room temperature for 18 hours and the resulting solution is partitioned between ethyl acetate and 1N hydrochloride solution. The organic layer is washed with water, dried over sodium sulfat... The solvent is N1=CC=CC=C1 (pyridine). The product is C(=O)CNC1=CC=C(C=C1)C1=C(C=C(S1)C#N)C1=CC=C(C=C1)S(=O)(=O)C (5-[4-(N-formylmethylamino)phenyl]-4-[4-(methylsulfonyl)phenyl]thiophene-2-carbonitrile). Reactants: C(=O)CNC1=CC=C(C=C1)C1=C(C=C(S1)C(=O)N)C1=CC=C(C=C1)S(=O)(=O)C (5-[4-(N-formylmethylamino)phenyl]-4-[4-(methylsulfonyl)phenyl]thiophene-2-carboxamide), CS(=O)(=O)Cl (methanesulfonyl chloride), Cl (hydrochloric acid). As a reaction SMILES: [CH:1]([CH2:3][NH:4][C:5]1[CH:10]=[CH:9][C:8]([C:11]2[S:15][C:14]([C:16]([NH2:18])=O)=[CH:13][C:12]=2[C:19]2[CH:24]=[CH:23][C:22]([S:25]([CH3:28])(=[O:27])=[O:26])=[CH:21][CH:20]=2)=[CH:7][CH:6]=1)=[O:2].CS(Cl)(=O)=O.Cl>N1C=CC=CC=1>[CH:1]([CH2:3][NH:4][C:5]1[CH:10]=[CH:9][C:8]([C:11]2[S:15][C:14]([C:16]#[N:18])=[CH:13][C:12]=2[C:19]2[CH:24]=[CH:23][C:22]([S:25]([CH3:28])(=[O:27])=[O:26])=[CH:21][CH:20]=2)=[CH:7][CH:6]=1)=[O:2]. Reported procedure: A mixture of 5-[4-(N-formylmethylamino)phenyl]-4-[4-(methylsulfonyl)phenyl]thiophene-2-carboxamide (0.3 g) and methanesulfonyl chloride (0.5 g) in pyridine (1.5 ml) was stirred at 50° C. for 3 hours. The mixture was poured into dilute hydrochloric acid. The precipitates were collected and washed with water to give 5-[4-(N-formylmethylamino)phenyl]-4-[4-(methylsulfonyl)phenyl]thiophene-2-carbonitrile (0.25 g). Run at temperature 50 celsius, time 3 hour. Yield: 87.1%. The reactants are FC(C1=NC(=NC=C1)C(=O)OC)(F)F (methyl 4-(trifluoromethyl)pyrimidine-2-carboxylate), O.NN (hydrazine monohydrate). Run in CCO (EtOH). Conditions: time 1 hour. Yields the product FC(C1=NC(=NC=C1)C(=O)NN)(F)F (4-(trifluoromethyl)pyrimidine-2-carbohydrazide). The yield is 86.1%. RXN SMILES: [F:1][C:2]([F:14])([F:13])[C:3]1[CH:8]=[CH:7][N:6]=[C:5]([C:9](OC)=[O:10])[N:4]=1.O.[NH2:16][NH2:17]>CCO>[F:1][C:2]([F:14])([F:13])[C:3]1[CH:8]=[CH:7][N:6]=[C:5]([C:9]([NH:16][NH2:17])=[O:10])[N:4]=1 |f:1.2|. Reported procedure: To a solution of methyl 4-(trifluoromethyl)pyrimidine-2-carboxylate (500 mg, 2.4 mmol) in EtOH (12 mL) was added hydrazine monohydrate (0.24 mL, 4.9 mmol). After 1 h, the reaction was concentrated to afford the desired product as a white solid (426 mg, 85%). 1H NMR (400 MHz, CDCl3) δ 9.22 (d, J=5.0 Hz, 1H), 9.05 (s, 1H), 7.83 (d, J=5.0 Hz, 1H), 4.25 (br s, 2H). The reactants are N\C(\CC1=CC=NC=C1)=N/OC(=O)[C@@H](CC(=O)OC(C)(C)C)CCCC1CCCCC1 (tert-butyl (3R)-3-[({[(Z)-1-amino-2-(4-pyridinyl)ethylidene]amino}oxy)carbonyl]-6-cyclohexylhexanoate). The solvent is C=1(C(=CC=CC1)C)C (xylene). Yields the product C1(CCCCC1)CCC[C@H](CC(=O)OC(C)(C)C)C1=NC(=NO1)CC1=CC=NC=C1 (tert-butyl (3R)-6-cyclohexyl-3-[3-(4-pyridinylmethyl)-1,2,4-oxadiazol-5-yl]hexanoate). Isolated yield 63.5%. As a reaction SMILES: [NH2:1]/[C:2](=[N:10]\[O:11][C:12]([C@H:14]([CH2:23][CH2:24][CH2:25][CH:26]1[CH2:31][CH2:30][CH2:29][CH2:28][CH2:27]1)[CH2:15][C:16]([O:18][C:19]([CH3:22])([CH3:21])[CH3:20])=[O:17])=O)/[CH2:3][C:4]1[CH:9]=[CH:8][N:7]=[CH:6][CH:5]=1>C1(C)C(C)=CC=CC=1>[CH:26]1([CH2:25][CH2:24][CH2:23][C@@H:14]([C:12]2[O:11][N:10]=[C:2]([CH2:3][C:4]3[CH:9]=[CH:8][N:7]=[CH:6][CH:5]=3)[N:1]=2)[CH2:15][C:16]([O:18][C:19]([CH3:22])([CH3:21])[CH3:20])=[O:17])[CH2:31][CH2:30][CH2:29][CH2:28][CH2:27]1. Procedure details: A solution of tert-butyl (3R)-3-[({[(Z)-1-amino-2-(4-pyridinyl)ethylidene]amino}oxy)carbonyl]-6-cyclohexylhexanoate (Preparation 104) (840 mg, 1.60 mmol) in xylene (15 ml) was heated at 130° C. for 4.5 hours. After cooling to room temperature the reaction mixture was purified by column chromatography on silica gel eluting with a gradient system of 90:10 (pentane:ethyl acetate) gradually changing to 50:50 (pentane:ethyl acetate) to afford the title compound as a yellow oil (420 mg). Reactants: BrC=1C(=NC2=CC=C(C=C2N1)C(=O)OC)C1=CC=CC=C1 (methyl 3-bromo-2-phenylquinoxaline-6-carboxylate), Cl.ClC=1C=C(C=CC1)C1CCNCC1 (4-(3-chlorophenyl)piperidine hydrochloride), CCN(C(C)C)C(C)C (DIEA). The product is ClC=1C=C(C=CC1)C1CCN(CC1)C=1C(=NC2=CC=C(C=C2N1)C(=O)OC)C1=CC=CC=C1 (methyl 3-(4-(3-chlorophenyl)piperidin-1-yl)-2-phenylquinoxaline-6-carboxylate). The solvent is CN(C)C=O (DMF). As a reaction SMILES: Br[C:2]1[C:3]([C:16]2[CH:21]=[CH:20][CH:19]=[CH:18][CH:17]=2)=[N:4][C:5]2[C:10]([N:11]=1)=[CH:9][C:8]([C:12]([O:14][CH3:15])=[O:13])=[CH:7][CH:6]=2.Cl.[Cl:23][C:24]1[CH:25]=[C:26]([CH:30]2[CH2:35][CH2:34][NH:33][CH2:32][CH2:31]2)[CH:27]=[CH:28][CH:29]=1.CCN(C(C)C)C(C)C>CN(C=O)C>[Cl:23][C:24]1[CH:25]=[C:26]([CH:30]2[CH2:35][CH2:34][N:33]([C:2]3[C:3]([C:16]4[CH:21]=[CH:20][CH:19]=[CH:18][CH:17]=4)=[N:4][C:5]4[C:10]([N:11]=3)=[CH:9][C:8]([C:12]([O:14][CH3:15])=[O:13])=[CH:7][CH:6]=4)[CH2:32][CH2:31]2)[CH:27]=[CH:28][CH:29]=1 |f:1.2|. Yield: 71.2%. Conditions: temperature 100 celsius, time 8 hour. Reported procedure: A solution of methyl 3-bromo-2-phenylquinoxaline-6-carboxylate (150 mg, 0.44 mmol, 1.00 equiv), 4-(3-chlorophenyl)piperidine hydrochloride (204.2 mg, 0.88 mmol, 2.00 equiv), and DIEA (194.8 mg, 1.51 mmol, 5.00 equiv) in DMF (4 mL) was placed in an 8-mL sealed tube and stirred overnight at 100° C. in an oil bath. The reaction was then quenched by the addition of water, then concentrated under vacuum. Purification via silica gel column (ethyl acetate/petroleum ether (1:100)) yielded 143.5 mg (64%)... Starting materials: BrC1=CC=C(CN2C(=NC3=C2C=CC(=C3)OCC3=NC2=CC=CC=C2C=C3)CC3(CCCC3)C(=O)OCC)C=C1 (ethyl 1-((1-(4-bromobenzyl)-5-(quinolin-2-ylmethoxy)-1H-benzo[d]imidazol-2-yl)methyl)cyclopentanecarboxylate), CS(=O)(=O)C1=CC=C(C=C1)B(O)O (4-(methylsulfonyl)phenyl boronic acid). Product: CS(=O)(=O)C1=CC=C(C=C1)C1=CC=C(C=C1)CN1C(=NC2=C1C=CC(=C2)OCC2=NC1=CC=CC=C1C=C2)CC2(CCCC2)C(=O)O (1-{[1-{[4′-(Methylsulfonyl)biphenyl-4-yl]methyl}-5-(quinolin-2-ylmethoxy)-1H-benzimidazol-2-yl]methyl}cyclopentanecarboxylic acid). As a reaction SMILES: Br[C:2]1[CH:40]=[CH:39][C:5]([CH2:6][N:7]2[C:11]3[CH:12]=[CH:13][C:14]([O:16][CH2:17][C:18]4[CH:27]=[CH:26][C:25]5[C:20](=[CH:21][CH:22]=[CH:23][CH:24]=5)[N:19]=4)=[CH:15][C:10]=3[N:9]=[C:8]2[CH2:28][C:29]2([C:34]([O:36]CC)=[O:35])[CH2:33][CH2:32][CH2:31][CH2:30]2)=[CH:4][CH:3]=1.[CH3:41][S:42]([C:45]1[CH:50]=[CH:49][C:48](B(O)O)=[CH:47][CH:46]=1)(=[O:44])=[O:43]>>[CH3:41][S:42]([C:45]1[CH:50]=[CH:49][C:48]([C:2]2[CH:40]=[CH:39][C:5]([CH2:6][N:7]3[C:11]4[CH:12]=[CH:13][C:14]([O:16][CH2:17][C:18]5[CH:27]=[CH:26][C:25]6[C:20](=[CH:21][CH:22]=[CH:23][CH:24]=6)[N:19]=5)=[CH:15][C:10]=4[N:9]=[C:8]3[CH2:28][C:29]3([C:34]([OH:36])=[O:35])[CH2:30][CH2:31][CH2:32][CH2:33]3)=[CH:4][CH:3]=2)=[CH:47][CH:46]=1)(=[O:44])=[O:43]. Procedure details: The title compound was prepared using similar methods to those in Example 110 using ethyl 1-((1-(4-bromobenzyl)-5-(quinolin-2-ylmethoxy)-1H-benzo[d]imidazol-2-yl)methyl)cyclopentanecarboxylate and 4-(methylsulfonyl)phenyl boronic acid in Step A. MS (ESI): mass calcd. for C38H35N3O5S, 645.23; m/z found, 646.2 [M+H]+. 1H NMR (500 MHz, CDCl3) δ 8.22-8.18 (m, 1H), 8.10-8.06 (m, 1H), 8.00-7.96 (m, 2H), 7.85-7.80 (m, 1H), 7.76-7.72 (m, 1H), 7.72-7.67 (m, 3H), 7.57-7.52 (m, 3H), 7.46-7.41 (m, 1H), 7.18... The reactants are CCc1ccc2c(-c3cccc(C#N)c3)c(CCCCC(=O)O)c(-c3ccccc3)nn12, CCN=C=NCCCN(C)C, CN(C)c1ccncc1, ClCCl, Cl, Nc1ccccn1, O. The product is CCc1ccc2c(-c3cccc(C#N)c3)c(CCCCC(=O)Nc3ccccn3)c(-c3ccccc3)nn12. As a reaction SMILES: [C:1](#[N:2])[c:3]1[cH:4][c:5](-[c:9]2[c:10]3[n:11]([n:12][c:13](-[c:22]4[cH:23][cH:24][cH:25][cH:26][cH:27]4)[c:14]2[CH2:15][CH2:16][CH2:17][CH2:18][C:19](=[O:20])[OH:21])[c:28]([CH2:31][CH3:32])[cH:29][cH:30]3)[cH:6][cH:7][cH:8]1.[CH3:34][N:35]([CH3:36])[CH2:37][CH2:38][CH2:39][N:40]=[C:41]=[N:42][CH2:43][CH3:44].[CH3:55][N:56]([CH3:57])[c:58]1[cH:59][cH:60][n:61][cH:62][cH:63]1.[Cl:52][CH2:53][Cl:54].[ClH:33].[NH2:45][c:46]1[n:47][cH:48][cH:49][cH:50][cH:51]1.[OH2:64]>>[C:1](#[N:2])[c:3]1[cH:4][c:5](-[c:9]2[c:10]3[n:11]([n:12][c:13](-[c:22]4[cH:23][cH:24][cH:25][cH:26][cH:27]4)[c:14]2[CH2:15][CH2:16][CH2:17][CH2:18][C:19](=[O:20])[NH:45][c:46]2[n:47][cH:48][cH:49][cH:50][cH:51]2)[c:28]([CH2:31][CH3:32])[cH:29][cH:30]3)[cH:6][cH:7][cH:8]1. The reactants are COC(=O)c1ccc2c(C3CCCCC3)c(Br)[nH]c2c1, COC(CBr)OC, [H-], [Na+], CN(C)C=O. Product: COC(=O)c1ccc2c(C3CCCCC3)c(Br)n(CC(OC)OC)c2c1. As a reaction SMILES: [Br:1][c:2]1[nH:3][c:4]2[cH:5][c:6]([C:17](=[O:18])[O:19][CH3:20])[cH:7][cH:8][c:9]2[c:10]1[CH:11]1[CH2:12][CH2:13][CH2:14][CH2:15][CH2:16]1.[CH3:23][O:24][CH:25]([CH2:26][Br:27])[O:28][CH3:29].[H-:22].[Na+:21].[O:30]=[CH:31][N:32]([CH3:33])[CH3:34]>>[Br:1][c:2]1[n:3]([CH2:26][CH:25]([O:24][CH3:23])[O:28][CH3:29])[c:4]2[cH:5][c:6]([C:17](=[O:18])[O:19][CH3:20])[cH:7][cH:8][c:9]2[c:10]1[CH:11]1[CH2:12][CH2:13][CH2:14][CH2:15][CH2:16]1.